From a dataset of the Open Reaction Database (ORD), a public repository of structured organic reaction records. describe an organic reaction: reactants, conditions, products, and yield Reactants: BrCCCCN1C(CCC1)=O (1-(4-bromobutyl)-2-pyrrolidinone), C(C1=CC=CC=C1)N1CCNCC1 (benzylpiperazine), [OH-].[Na+] (NaOH). Run in C(C)O (ethanol). Run at time 8 hour. The product is C(C1=CC=CC=C1)N1CCN(CC1)CCCCN1C(CCC1)=O (1-[4-(4-benzyl-1-piperazinyl)butyl]-2-pyrrolidinone). RXN SMILES: Br[CH2:2][CH2:3][CH2:4][CH2:5][N:6]1[CH2:10][CH2:9][CH2:8][C:7]1=[O:11].[CH2:12]([N:19]1[CH2:24][CH2:23][NH:22][CH2:21][CH2:20]1)[C:13]1[CH:18]=[CH:17][CH:16]=[CH:15][CH:14]=1.[OH-].[Na+]>C(O)C>[CH2:12]([N:19]1[CH2:24][CH2:23][N:22]([CH2:2][CH2:3][CH2:4][CH2:5][N:6]2[CH2:10][CH2:9][CH2:8][C:7]2=[O:11])[CH2:21][CH2:20]1)[C:13]1[CH:14]=[CH:15][CH:16]=[CH:17][CH:18]=1 |f:2.3|. Procedure details: A mixture of 1-(4-bromobutyl)-2-pyrrolidinone (2.0 g/9.1 mmol) and benzylpiperazine (1.58 ml/9.1 mmol) in ethanol (4.5 ml) was stirred overnight at ambient temperature. The mixture was basified with 2 N NaOH and extracted with dichloromethane (50 ml×2). The combined extracts were washed with brine, dried over magnesium sulfate, filtered and concentrated. The residue was purified by column chromatography (100 g/dichloromethane=100:5-100:10) to give a pale yellow oil (1.6 g/56%).